This data is from the Open Reaction Database (ORD), a public repository of structured organic reaction records. The task is: describe an organic reaction: reactants, conditions, products, and yield Reactants: [Si](C)(C)(C(C)(C)C)OCCN1C(N([C@H](C1)C(C)C)C1=NC=2N(C=C1)N=CC2C2=CC=C(C=C2)C=2N(C=CN2)COCC[Si](C)(C)C)=O ((S)-1-(2-(tert-butyldimethylsilyloxy)ethyl)-4-isopropyl-3-(3-(4-(1-((2-(trimethylsilyl)ethoxy)methyl)-1H-imidazol-2-yl)phenyl)pyrazolo[1,5-a]pyrimidin-5-yl)imidazolidin-2-one), FC(C(=O)O)(F)F (trifluoroacetic acid). The solvent is ClCCl (dichloromethane). Reaction conditions: time 10 minute. Product: N1C(=NC=C1)C1=CC=C(C=C1)C=1C=NN2C1N=C(C=C2)N2C(OC[C@@H]2C(C)C)=O ((S)-3-(3-(4-(1H-imidazol-2-yl)phenyl)pyrazolo[1,5-a]pyrimidin-5-yl)-4-isopropyloxazolidin-2-one). Yield: 52.0%. As a reaction SMILES: [Si](OCCN1[CH2:15][C@H:14]([CH:16]([CH3:18])[CH3:17])[N:13]([C:19]2[CH:24]=[CH:23][N:22]3[N:25]=[CH:26][C:27]([C:28]4[CH:33]=[CH:32][C:31]([C:34]5[N:35](COCC[Si](C)(C)C)[CH:36]=[CH:37][N:38]=5)=[CH:30][CH:29]=4)=[C:21]3[N:20]=2)[C:12]1=[O:47])(C(C)(C)C)(C)C.FC(F)(F)C(O)=[O:51]>ClCCl>[NH:35]1[CH:36]=[CH:37][N:38]=[C:34]1[C:31]1[CH:32]=[CH:33][C:28]([C:27]2[CH:26]=[N:25][N:22]3[CH:23]=[CH:24][C:19]([N:13]4[C@@H:14]([CH:16]([CH3:18])[CH3:17])[CH2:15][O:47][C:12]4=[O:51])=[N:20][C:21]=23)=[CH:29][CH:30]=1. Procedure details: A solution of (S)-1-(2-(tert-butyldimethylsilyloxy)ethyl)-4-isopropyl-3-(3-(4-(1-((2-(trimethylsilyl)ethoxy)methyl)-1H-imidazol-2-yl)phenyl)pyrazolo[1,5-a]pyrimidin-5-yl)imidazolidin-2-one (15 mg, 0.022 mmol) in dichloromethane (0.3 mL) and trifluoroacetic acid (0.3 mL) was stirred at ambient temperature for 24 hours. The solvents were evaporated, and the residue was taken up in MeOH. A few drops of 1N LiOH solution was added. The mixture was stirred for 10 minutes. The reaction mixture was dilu... The reactants are N1=CC=CC2=CN=CC=C12 (1,6Naphthyridine), [BH4-].[Na+] (sodium borohydride), C(C1=CC=CC=C1)Br (benzyl bromide), N1=CC=CC2=CN=CC=C12 (1,6-naphthyridine). The solvent is C(C)#N (acetonitrile). Conditions: time 18 hour. The product is C(C1=CC=CC=C1)N1CC=2C=CC=NC2CC1 (6-Benzyl-5,6,7,8-tetrahydro-1,6-naphthyridine). Yield: 51.4%. Reaction SMILES: [N:1]1[C:10]2[C:5](=[CH:6][N:7]=[CH:8][CH:9]=2)[CH:4]=[CH:3][CH:2]=1.[CH2:11](Br)[C:12]1[CH:17]=[CH:16][CH:15]=[CH:14][CH:13]=1.[BH4-].[Na+]>C(#N)C>[CH2:11]([N:7]1[CH2:8][CH2:9][C:10]2[N:1]=[CH:2][CH:3]=[CH:4][C:5]=2[CH2:6]1)[C:12]1[CH:17]=[CH:16][CH:15]=[CH:14][CH:13]=1 |f:2.3|. Procedure: 1,6Naphthyridine (13.7 g, 105 mmol) and benzyl bromide (36.05 g, 210 mmol) were combined in acetonitrile (200 ml) and heated to reflux until no 1,6-naphthyridine was visible by thin layer chromatography. After removal of the solvent in vacuo, the residue was washed several times with ether and dissolved in methanol (700 ml). Water (250 ml) was added, and the solution cooled to 0°; portionwise addition of sodium borohydride (20.8 g, 550 mmol) brought about vigorous gas evolution and a slight rise... Starting materials: [Li].ClC1=NC=CC(=C1)C(=CC(C(=O)OCC)=O)[O-] (Lithium 1-(2-chloropyridin-4-yl)-4-ethoxy-3,4-dioxobut-1-en-1-olate), ClC=1C=C(C=C(C1)F)C1=CC(=NN1C1=NC=CC=C1)C(=O)O (5-(3-Chloro-5-fluorophenyl)-1-(pyridin-2-yl)-1H-pyrazole-3-carboxylic acid), Cl.ClC=1C=C(C=CC1)NN (3-chlorophenylhydrazine hydrochloride). The product is ClC=1C=C(C=CC1)N1N=C(C=C1C1=CC(=NC=C1)Cl)C(=O)O (1-(3-Chlorophenyl)-5-(2-chloropyridin-4-yl)-1H-pyrazole-3-carboxylic acid). As a reaction SMILES: [Li].[Cl:2][C:3]1[CH:8]=[C:7]([C:9]([O-])=[CH:10][C:11](=O)[C:12]([O:14]CC)=[O:13])[CH:6]=[CH:5][N:4]=1.ClC1C=C(C2N(C3C=CC=CN=3)N=C(C(O)=O)C=2)C=C(F)C=1.Cl.[Cl:42][C:43]1[CH:44]=[C:45]([NH:49][NH2:50])[CH:46]=[CH:47][CH:48]=1>>[Cl:42][C:43]1[CH:44]=[C:45]([N:49]2[C:9]([C:7]3[CH:6]=[CH:5][N:4]=[C:3]([Cl:2])[CH:8]=3)=[CH:10][C:11]([C:12]([OH:14])=[O:13])=[N:50]2)[CH:46]=[CH:47][CH:48]=1 |f:0.1,3.4,^1:0|. Procedure details: 560 mg (2.14 mmol) of the compound of Example 19A is reacted analogously to the synthesis of the compound of Example 20A with 422 mg (2.36 mmol) of 3-chlorophenylhydrazine hydrochloride. After hydrolysis, 494 mg (69% of theory) of the title compound is obtained. The reactants are C(C)OC(C(=[N+]=[N-])C1=CC=C(C=C1)S(=O)(=O)C1CC1)=O ((4-cyclopropanesulfonyl-phenyl)-diazo-acetic acid ethyl ester), tetrakis[N-phthaloyl-(R)-tert-leucinato]dirhodium bis(ethylacetate). Solvent: ClCCl (dichloromethane), C(=C)C1CCCCC1 (vinylcyclohexane), C(=C)C1CCCCC1 (vinylcyclohexane). Conditions: temperature 40 celsius, time 1.5 hour. The product is C(C)OC(=O)[C@]1([C@@H](C1)C1CCCCC1)C1=CC=C(C=C1)S(=O)(=O)C1CC1 ((1R,2S)-2-cyclohexyl-1-(4-cyclopropanesulfonyl-phenyl)-cyclopropanecarboxylic acid ethyl ester). Yield: 201.2%. As a reaction SMILES: [CH2:1]([O:3][C:4](=[O:20])[C:5]([C:8]1[CH:13]=[CH:12][C:11]([S:14]([CH:17]2[CH2:19][CH2:18]2)(=[O:16])=[O:15])=[CH:10][CH:9]=1)=[N+]=[N-])[CH3:2]>ClCCl.C(C1CCCCC1)=C>[CH2:1]([O:3][C:4]([C@:5]1([C:8]2[CH:13]=[CH:12][C:11]([S:14]([CH:17]3[CH2:19][CH2:18]3)(=[O:16])=[O:15])=[CH:10][CH:9]=2)[CH2:4][C@H:5]1[CH:8]1[CH2:13][CH2:12][CH2:11][CH2:10][CH2:9]1)=[O:20])[CH3:2]. Procedure details: To a solution of vinylcyclohexane (300 mL, 2.72 mol) in 150 mL of anhydrous dichloromethane maintained at 25-30° C. under an inert atmosphere is added a solution of tetrakis[N-phthaloyl-(R)-tert-leucinato]dirhodium bis(ethylacetate) adduct (120 mg, 84 μmol) in vinylcyclohexane (40 mL) dropwise, while portions of (4-cyclopropanesulfonyl-phenyl)-diazo-acetic acid ethyl ester (169.40 g, 575.5 mmol) are added. The addition rates are adjusted to maintain an internal temperature of 40° C. The addition... Reactants: II (iodine), Br (HBr), C(C)(=O)O (acetic acid), BrC1=CC=2C(C(C3=CC(=CC=C3C2C=C1)Br)O)(C)C (2,7-dibromo-9-hydroxy-10,10-dimethyl-9,10-dihydrophenanthrene), C(C)(=O)O (acetic acid). Product: BrC1=CC=2C(=C(C3=CC(=CC=C3C2C=C1)Br)C)C (2,7-dibromo-9,10-dimethylphenanthrene). RXN SMILES: [Br:1][C:2]1[CH:15]=[CH:14][C:13]2[C:12]3[C:7](=[CH:8][C:9]([Br:16])=[CH:10][CH:11]=3)[CH:6](O)[C:5](C)([CH3:18])[C:4]=2[CH:3]=1.II.Br.[C:23](O)(=O)C>>[Br:16][C:9]1[CH:10]=[CH:11][C:12]2[C:13]3[C:4](=[CH:3][C:2]([Br:1])=[CH:15][CH:14]=3)[C:5]([CH3:18])=[C:6]([CH3:23])[C:7]=2[CH:8]=1. Reported procedure: 43.4 g (113 mmol) of 2,7-dibromo-9-hydroxy-10,10-dimethyl-9,10-dihydrophenanthrene were suspended in 610 ml of acetic acid. 780 mg of iodine and 3.5 ml of HBr in acetic acid were added, and the suspension was heated to reflux. The mixture was allowed to cool overnight with stirring. The residue was filtered off with suction and washed with water and methanol, giving 35.8 g (87.0% of theory) of the product. The reactants are C(#N)[BH3-].[Na+] (sodium cyanoborohydride), CC1=C(OC(C(=O)OC)C)C=CC=C1N (methyl 2-(2-methyl-3-aminophenoxy)propanoate), C(C)(=O)O (acetic acid), C=O (formaldehyde). Solvent: C(C)#N (acetonitrile). Product: CC1=C(OC(C(=O)OC)C)C=CC=C1N(C)C (methyl 2-[2-methyl-3-(dimethylamino)phenoxy]propanoate). RXN SMILES: [CH3:1][C:2]1[C:14](N)=[CH:13][CH:12]=[CH:11][C:3]=1[O:4][CH:5]([CH3:10])[C:6]([O:8][CH3:9])=[O:7].[C:16](O)(=O)C.C=O.[C:22]([BH3-])#[N:23].[Na+]>C(#N)C>[CH3:1][C:2]1[C:14]([N:23]([CH3:22])[CH3:16])=[CH:13][CH:12]=[CH:11][C:3]=1[O:4][CH:5]([CH3:10])[C:6]([O:8][CH3:9])=[O:7] |f:3.4|. Reported procedure: To a mixture of 7.7 g (ca. 37 mmole) of the title product of Example 18, 2.1 ml of acetic acid, 30 ml of 37% formaldehyde, and 50 ml of acetonitrile was added 2.3 g (37 mmole) of sodium cyanoborohydride. After the amino compound had been consumed, aqueous sodium hydroxide was added and the mixture extracted with diethyl ether. The organic phase was washed with water, dried over magnesium sulfate, filtered, and concentrated in vacuo. The residue was chromatographed on silica gel using ethyl aceta... Reactants: ClC=1C=CC=2C(C3=C(NC(C=4N3C=CN4)=O)C2C1)NC=O (7-chloro-10-formamido-5H,10H-imidazo[1,2-a]indeno[1,2-e]pyrazin-4-one), B.CSC (borane dimethyl sulphide), CCCl (hydrochloric ether). Run in CO (methanol), O1CCCC1 (tetrahydrofuran), O1CCOCC1 (dioxane), C(C)O (ethanol), CO (methanol). Reaction conditions: temperature 20 celsius, time 15 hour. The product is Cl.ClC=1C=CC=2C(C3=C(NC(C=4N3C=CN4)=O)C2C1)NC (7-chloro-10-methylamino-5H,10H-imidazo-[1,2-a]indeno[1,2-e]pyrazin-4-one hydrochloride). Yield: 55.8%. As a reaction SMILES: [Cl:1][C:2]1[CH:3]=[CH:4][C:5]2[CH:6]([NH:19][CH:20]=O)[C:7]3[N:12]4[CH:13]=[CH:14][N:15]=[C:11]4[C:10](=[O:16])[NH:9][C:8]=3[C:17]=2[CH:18]=1.B.CSC.CCCl>O1CCOCC1.O1CCCC1.C(O)C.CO>[ClH:1].[Cl:1][C:2]1[CH:3]=[CH:4][C:5]2[CH:6]([NH:19][CH3:20])[C:7]3[N:12]4[CH:13]=[CH:14][N:15]=[C:11]4[C:10](=[O:16])[NH:9][C:8]=3[C:17]=2[CH:18]=1 |f:1.2,8.9|. Reported procedure: To 0.8 g of 7-chloro-10-formamido-5H,10H-imidazo[1,2-a]indeno[1,2-e]pyrazin-4-one suspended in 25 ml of anhydrous dioxane at 10° C. are added 6.7 ml of 2M borane/dimethyl sulphide solution in tetrahydrofuran over approximately 1 hour. The reaction mixture is stirred for 15 hours at a temperature in the region of 20° C. and is then treated with 20 ml of methanol and left for an additional 1 hour at the same temperature. After concentration to dryness under reduced pressure (15 mmHg; 2 kPa), the r... Procedure details: In a similar fashion using route 27 general procedure 70, 7-[(3, 4difluorophenyl)carbonyl]-8-aminoquinoline (Intermediate 377) (100 mg, 0.35 mmol), N-methylsulfamoyl chloride (Intermediate 213) (105 mg, 1.0 mmol) and NaBH4 (14 mg, 0.34 mmol) in pyridine (4 ml) gave the title compound (62 mg, 47%) after purification by preparative HPLC (acidic conditions 1). Product: FC=1C=C(C=CC1F)C1N(S(NC=2C3=NC=CC=C3C=CC12)(=O)=O)C (1-(3,4-Difluoro-phenyl)-2-methyl-1,4-dihydro-2H-3-thia-2,4,5-triaza-phenanthrene 3,3-dioxide). Solvent: N1=CC=CC=C1 (pyridine). Reactants: FC=1C=C(C=CC1F)C(=O)C1=CC=C2C=CC=NC2=C1N (7-[(3, 4difluorophenyl)carbonyl]-8-aminoquinoline), CNS(=O)(=O)Cl (N-Methylsulfamoyl chloride), [BH4-].[Na+] (NaBH4), FC=1C=C(C=CC1F)C(=O)C1=CC=C2C=CC=NC2=C1N (7-[(3, 4difluorophenyl)carbonyl]-8-aminoquinoline), CNS(=O)(=O)Cl (N-Methylsulfamoyl chloride). Reaction SMILES: [F:1][C:2]1[CH:3]=[C:4]([C:9]([C:11]2[C:20]([NH2:21])=[C:19]3[C:14]([CH:15]=[CH:16][CH:17]=[N:18]3)=[CH:13][CH:12]=2)=O)[CH:5]=[CH:6][C:7]=1[F:8].[CH3:22][NH:23][S:24](Cl)(=[O:26])=[O:25].[BH4-].[Na+]>N1C=CC=CC=1>[F:1][C:2]1[CH:3]=[C:4]([CH:9]2[C:11]3[CH:12]=[CH:13][C:14]4[C:19](=[N:18][CH:17]=[CH:16][CH:15]=4)[C:20]=3[NH:21][S:24](=[O:26])(=[O:25])[N:23]2[CH3:22])[CH:5]=[CH:6][C:7]=1[F:8] |f:2.3|. Isolated yield 49.0%. Reactants: C(C)(C)(C)[Li] (tert-Butyl lithium), C1CCOC1 (THF), C(C)OC(N1C=C(C2=CC=CC=C12)C#N)OCC (1-diethoxymethyl-1H-indole-3-carbonitrile). The solvent is CN(C)C=O (DMF). Run at temperature 10 celsius, time 30 minute. Product: C(C)OC(N1C(=C(C2=CC=CC=C12)C#N)C=O)OCC (1-diethoxymethyl-2-formyl-1H-indole-3-carbonitrile). RXN SMILES: C([Li])(C)(C)C.C1C[O:9][CH2:8]C1.[CH2:11]([O:13][CH:14]([O:26][CH2:27][CH3:28])[N:15]1[C:23]2[C:18](=[CH:19][CH:20]=[CH:21][CH:22]=2)[C:17]([C:24]#[N:25])=[CH:16]1)[CH3:12]>CN(C=O)C>[CH2:11]([O:13][CH:14]([O:26][CH2:27][CH3:28])[N:15]1[C:23]2[C:18](=[CH:19][CH:20]=[CH:21][CH:22]=2)[C:17]([C:24]#[N:25])=[C:16]1[CH:8]=[O:9])[CH3:12]. Procedure details: tert-Butyl lithium (18.1 mL, 31 mmol, 1.7M in pentane) was added to a THF (100 mL) solution of 1-diethoxymethyl-1H-indole-3-carbonitrile (6.83 g, 28 mmol) at −78° C. The mixture was warmed to 10° C., stirred for 30 min at this temperature, cooled to −78° C. and heated with DMF (20 mL). The mixture was warmed to 10° C., stirred for 30 min at this temperature, cooled to −78° C. and quenched with a saturated aqueous solution of NaHCO3. The resulting mixture was treated with ether (200 mL); the orga...